describe an organic reaction: reactants, conditions, products, and yield From a dataset of the Open Reaction Database (ORD), a public repository of structured organic reaction records. Reactants: ClC1=NC=CC(=N1)NCCC1=CC=CC=2C(COC21)(C)C (chloro-N-(2-(3,3-dimethyl-2,3-dihydrobenzofuran-7-yl)ethyl)pyrimidin-4-amine), CN1CCN(CC1)C1=NC=C(C=C1)B1OC(C(O1)(C)C)(C)C (1-methyl-4-[5-(4,4,5,5-tetramethyl-1,3,2-dioxaborolan-2-yl)-2-pyridyl]piperazine), C(=O)([O-])[O-].[Na+].[Na+] (Na2CO3), C1(CCCCC1)P(C1=C(C=CC=C1)C=1C(=C(C=CC1OC)S(=O)(=O)O[Na])OC)C1CCCCC1 ([3-(2-dicyclohexylphosphanylphenyl)-2,4-dimethoxy-phenyl]sulfonyloxysodium), N#N (N2). The reagents and catalysts are CC(=O)[O-].CC(=O)[O-].[Pd+2] (Pd(OAc)2). As a reaction SMILES: Cl[C:2]1[N:7]=[C:6]([NH:8][CH2:9][CH2:10][C:11]2[C:19]3[O:18][CH2:17][C:16]([CH3:21])([CH3:20])[C:15]=3[CH:14]=[CH:13][CH:12]=2)[CH:5]=[CH:4][N:3]=1.[CH3:22][N:23]1[CH2:28][CH2:27][N:26]([C:29]2[CH:34]=[CH:33][C:32](B3OC(C)(C)C(C)(C)O3)=[CH:31][N:30]=2)[CH2:25][CH2:24]1.C([O-])([O-])=O.[Na+].[Na+].C1(P(C2CCCCC2)C2C=CC=CC=2C2C(OC)=C(S(O[Na])(=O)=O)C=CC=2OC)CCCCC1.N#N>CC(O)C.CC([O-])=O.CC([O-])=O.[Pd+2]>[CH3:20][C:16]1([CH3:21])[C:15]2[CH:14]=[CH:13][CH:12]=[C:11]([CH2:10][CH2:9][NH:8][C:6]3[CH:5]=[C:4]([C:32]4[CH:31]=[N:30][C:29]([N:26]5[CH2:25][CH2:24][N:23]([CH3:22])[CH2:28][CH2:27]5)=[CH:34][CH:33]=4)[N:3]=[CH:2][N:7]=3)[C:19]=2[O:18][CH2:17]1 |f:2.3.4,8.9.10|. The yield is 37.0%. The solvent is CC(C)O (i-PrOH). Procedure: As shown in step 3-vii of Scheme 3, a solution of -chloro-N-(2-(3,3-dimethyl-2,3-dihydrobenzofuran-7-yl)ethyl)pyrimidin-4-amine (60 mg, 0.197 mmol), 1-methyl-4-[5-(4,4,5,5-tetramethyl-1,3,2-dioxaborolan-2-yl)-2-pyridyl]piperazine (71.86 mg, 0.237 mmol), Na2CO3 (296.2 μL of 2M, 0.592 mmol), and [3-(2-dicyclohexylphosphanylphenyl)-2,4-dimethoxy-phenyl]sulfonyloxysodium (VPhos, 8.1 mg, 0.0158 mmol) in i-PrOH (1.6 mL) was degassed using a stream of N2 for 30 minutes. Pd(OAc)2 (0.88 mg, 0.0039 mmol) ... Yields the product CC1(COC2=C1C=CC=C2CCNC2=NC=NC(=C2)C=2C=NC(=CC2)N2CCN(CC2)C)C (N-(2-(3,3-dimethyl-2,3-dihydrobenzofuran-7-yl)ethyl)-6-(6-(4-methylpiperazin-1-yl)pyridin-3-yl)pyrimidin-4-amine). Run at temperature 90 celsius. Starting materials: C(C)(C)(C)OC(=O)N1CCC2(CC1)C=CC1=CC=CC=C12 (1'-(tert-butyloxycarbonyl)spiro [indene-1,4'-piperidine]), Cl (hydrogen chloride). The solvent is C(C)(=O)OCC (ethyl acetate). The product is Cl.N1CCC2(CC1)C=CC1=CC=CC=C12 (spiro[indene-1,4'-piperidine] hydrochloride). The yield is 99.0%. RXN SMILES: C(OC([N:8]1[CH2:13][CH2:12][C:11]2([C:21]3[C:16](=[CH:17][CH:18]=[CH:19][CH:20]=3)[CH:15]=[CH:14]2)[CH2:10][CH2:9]1)=O)(C)(C)C.[ClH:22]>C(OCC)(=O)C>[ClH:22].[NH:8]1[CH2:13][CH2:12][C:11]2([C:21]3[C:16](=[CH:17][CH:18]=[CH:19][CH:20]=3)[CH:15]=[CH:14]2)[CH2:10][CH2:9]1 |f:3.4|. Procedure details: A solution of 1'-(tert-butyloxycarbonyl)spiro [indene-1,4'-piperidine] (3.0 g, 0.011 mol) in ethyl acetate (150 ml) was stirred at 0° C., and treated with hydrogen chloride for 30 minutes. The mixture was then evaporated to dryness, ethyl acetate (100 ml) was added, then removed in vacuo three times. The residue was stirred with anhydrous ether (200 ml), and the solid filtered off, to give spiro[indene-1,4'-piperidine] hydrochloride (2.3 g, 99%) as a pale yellow solid. The product was not purifi...